This data is from the Open Reaction Database (ORD), a public repository of structured organic reaction records. The task is: describe an organic reaction: reactants, conditions, products, and yield Reactants: C[SiH](C)OCC(C1C(=O)NC1O[Si](C)(C)C)C(C)(C)C, CC(=O)O, CC(=O)OC(C)=O, CN(C)c1ccncc1, C1CCOC1. The product is CC(=O)OC1NC(=O)C1C(CO[SiH](C)C)C(C)(C)C. Reaction SMILES: [C:1]([CH3:2])([CH3:3])([CH3:4])[CH:5]([CH2:6][O:7][SiH:8]([CH3:9])[CH3:10])[CH:11]1[C:12](=[O:20])[NH:13][CH:14]1[O:15][Si:16]([CH3:17])([CH3:18])[CH3:19].[CH3:21][C:22]([OH:23])=[O:24].[CH3:25][C:26]([O:27][C:28](=[O:29])[CH3:30])=[O:31].[CH3:37][N:38]([CH3:39])[c:40]1[cH:41][cH:42][n:43][cH:44][cH:45]1.[O:32]1[CH2:33][CH2:34][CH2:35][CH2:36]1>>[C:1]([CH3:2])([CH3:3])([CH3:4])[CH:5]([CH2:6][O:7][SiH:8]([CH3:9])[CH3:10])[CH:11]1[C:12](=[O:20])[NH:13][CH:14]1[O:15][C:22]([CH3:21])=[O:23].